This data is from the Open Reaction Database (ORD), a public repository of structured organic reaction records. The task is: describe an organic reaction: reactants, conditions, products, and yield RXN SMILES: C[O:2]C(=O)NC(C(N1CCCC1C1NC(C2C=CC3C4C(=C5C=CC(C6NC(C7CCCN7C(=O)C(NC(OC)=O)C(C)C)=NC=6)=CC5=CC=4)OCC=3C=2)=CN=1)=O)C(C)C.[F:61][C:62]([F:94])([F:93])[S:63]([O:66][C:67]1C=C[C:70]2[C:71]([CH:92]=1)=[CH:72]C=[C:74]1[C:79]=2[O:78][CH2:77][C:76]2[CH:80]=[C:81]([O:84][S:85]([C:88]([F:91])([F:90])[F:89])(=[O:87])=[O:86])[CH:82]=[CH:83][C:75]1=2)(=[O:65])=[O:64]>>[F:94][C:62]([F:93])([F:61])[S:63]([O:66][C:67]1[CH:74]=[C:79]2[O:78][CH2:77][C:76]3[C:75]4[C:70]2=[C:71]([CH2:72][O:2][C:83]=4[CH:82]=[C:81]([O:84][S:85]([C:88]([F:90])([F:91])[F:89])(=[O:86])=[O:87])[CH:80]=3)[CH:92]=1)(=[O:65])=[O:64]. The product is FC(S(=O)(=O)OC1=CC=2COC=3C=C(C=C4C3C2C(=C1)OC4)OS(=O)(=O)C(F)(F)F)(F)F (Trifluoro-methanesulfonic acid 7-trifluoromethanesulfonyloxy-5,10-dihydro-chromeno[5,4,3-cde]chromen-2-yl ester). Procedure details: (1-{2-{[5-(7-{2-[1-(2-Methoxycarbonylamino-3-methyl-butyryl)-pyrrolidin-2-yl]-3H-imidazol-4-yl}-5,10-dihydro-chromeno [5,4,3-cde]chromen-2-yl)-1H-imidazol-2-yl]-pyrrolidine-1-carbonyl}-2-methyl-propyl)-carbamic acid methyl ester: Title compound was prepared according to the method employed to prepare (1-{2-[5-(2-{2-[1-(2-Methoxycarbonylamino-3-methyl-butyryl)-pyrrolidin-2-yl]-3H-imidazol-4-yl}-6-H-dibenzo[c,h]chromen-8-yl)-1H-imidazol-2-yl]-pyrrolidine-1-carbonyl}-2-methyl-propyl)-carbamic acid ... Starting materials: 1-{2-{[5-(7-{2-[1-(2-Methoxycarbonylamino-3-methyl-butyryl)-pyrrolidin-2-yl]-3H-imidazol-4-yl}-5,10-dihydro-chromeno [5,4,3-cde]chromen-2-yl)-1H-imidazol-2-yl]-pyrrolidine-1-carbonyl}-2-methyl-propyl)-carbamic acid methyl ester, COC(NC(C(C)C)C(=O)N1C(CCC1)C=1NC(=CN1)C=1C=CC2=C(COC3=C4C(=CC=C23)C=C(C=C4)C=4NC(=NC4)C4N(CCC4)C(C(C(C)C)NC(=O)OC)=O)C1)=O ((1-{2-[5-(2-{2-[1-(2-Methoxycarbonylamino-3-methyl-butyryl)-pyrrolidin-2-yl]-3H-imidazol-4-yl}-6-H-dibenzo[c,h]chromen-8-yl)-1H-imidazol-2-yl]-pyrrolidine-1-carbonyl}-2-methyl-propyl)-carbamic acid methyl ester), FC(S(=O)(=O)OC=1C=CC=2C(=CC=C3C4=C(COC23)C=C(C=C4)OS(=O)(=O)C(F)(F)F)C1)(F)F (trifluoro-methanesulfonic acid 2-trifluoromethanesulfonyloxy-6-H-dibenzo[c,h]chromen-8-yl ester).